describe an organic reaction: reactants, conditions, products, and yield From a dataset of the Open Reaction Database (ORD), a public repository of structured organic reaction records. Starting materials: C(=O)(OC)C=1C=C(C=O)C=CC1 (m-carbomethoxybenzaldehyde), [Br-].C(=O)(OC)C=1C=C(C[P+](C2=CC=CC=C2)(C2=CC=CC=C2)C2=CC=CC=C2)C=CC1 (m-carbomethoxybenzyl triphenyl phosphonium bromide), solution, C([O-])([O-])=O.[K+].[K+] (potassium carbonate). Reagents/catalysts: [I-].C(CCC)[N+](CCCC)(CCCC)CCCC (tetrabutyl ammonium iodide). Solvent: ClCCl (dichloromethane). Reaction conditions: time 3 hour. The product is C(=O)(OC)C=1C=C(C=CC1)C=CC1=CC(=CC=C1)C(=O)OC (3,3'-Dicarbomethoxystilbene). The yield is 82.3%. RXN SMILES: [C:1]([C:5]1[CH:6]=[C:7]([CH:10]=[CH:11][CH:12]=1)[CH:8]=O)([O:3][CH3:4])=[O:2].[Br-].[C:14]([C:18]1[CH:19]=[C:20]([CH:41]=[CH:42][CH:43]=1)[CH2:21][P+](C1C=CC=CC=1)(C1C=CC=CC=1)C1C=CC=CC=1)([O:16][CH3:17])=[O:15].C(=O)([O-])[O-].[K+].[K+]>[I-].C([N+](CCCC)(CCCC)CCCC)CCC.ClCCl>[C:1]([C:5]1[CH:6]=[C:7]([CH:8]=[CH:21][C:20]2[CH:41]=[CH:42][CH:43]=[C:18]([C:14]([O:16][CH3:17])=[O:15])[CH:19]=2)[CH:10]=[CH:11][CH:12]=1)([O:3][CH3:4])=[O:2] |f:1.2,3.4.5,6.7|. Reported procedure: To a mixture of 49.2 g (0.3 mole) of m-carbomethoxybenzaldehyde, 221 g (0.45 mole) of m-carbomethoxybenzyl triphenyl phosphonium bromide and 1.0 g of tetrabutyl ammonium iodide in 500 ml of dichloromethane, 500 ml of 50% solution of potassium carbonate was added. The mixture was stirred at room temperature for 3 hr. The alkaline layer was separated, extracted with dichloromethane and the combined organic solvent was washed with plenty of water and dried. Evaporation of the solvent and recrystall... Reactants: CN(C)C=O, Cc1cc(C)cc(Sc2c(CCl)nc(C)n2C)c1, N#C[K]. Product: Cc1cc(C)cc(Sc2c(CC#N)nc(C)n2C)c1. Reaction SMILES: [CH3:22][N:23]([CH3:24])[CH:25]=[O:26].[Cl:4][CH2:5][c:6]1[n:7][c:8]([CH3:21])[n:9]([CH3:20])[c:10]1[S:11][c:12]1[cH:13][c:14]([CH3:19])[cH:15][c:16]([CH3:18])[cH:17]1.[K:1][C:2]#[N:3]>>[C:2](#[N:3])[CH2:5][c:6]1[n:7][c:8]([CH3:21])[n:9]([CH3:20])[c:10]1[S:11][c:12]1[cH:13][c:14]([CH3:19])[cH:15][c:16]([CH3:18])[cH:17]1. Starting materials: C(=O)(C(F)(F)F)O (TFA), C(C)OC(C(CC=1C=NC(=NC1)N(C(=O)OC(C)(C)C)C(=O)OC(C)(C)C)CSC(C)=O)=O (2-acetylsulfanylmethyl-3-(2-[N,N-bis(tert-butoxycarbonyl)amino]-pyrimidin-5-yl)-propionic acid ethyl ester). The solvent is C(Cl)Cl (methylene chloride). Reaction conditions: time 120 minute. The product is C(C)OC(C(CC=1C=NC(=NC1)N)CSC(C)=O)=O (2-Acetylsulfanylmethyl-3-(2-amino-pyrimidin-5-yl )-propionic acid ethyl ester). Yield: 132.0%. Reaction SMILES: C(O)(C(F)(F)F)=O.[CH2:8]([O:10][C:11](=[O:40])[CH:12]([CH2:35][S:36][C:37](=[O:39])[CH3:38])[CH2:13][C:14]1[CH:15]=[N:16][C:17]([N:20](C(OC(C)(C)C)=O)C(OC(C)(C)C)=O)=[N:18][CH:19]=1)[CH3:9]>C(Cl)Cl>[CH2:8]([O:10][C:11](=[O:40])[CH:12]([CH2:35][S:36][C:37](=[O:39])[CH3:38])[CH2:13][C:14]1[CH:15]=[N:16][C:17]([NH2:20])=[N:18][CH:19]=1)[CH3:9]. Reported procedure: TFA (1.5 mL) was added to a solution of 2-acetylsulfanylmethyl-3-(2-[N,N-bis(tert-butoxycarbonyl)amino]-pyrimidin-5-yl)-propionic acid ethyl ester (225 mg, 0.46 mmol) in methylene chloride (1.5 mL). The reaction was stirred for 120 min and concentrated under reduced pressure to give the title compound (172 mg, 94%) as the TFA salt. The reactants are FC(C(=O)O)(F)F (Trifluoroacetic acid), C(CCC\C=C/C\C=C/C\C=C/C\C=C/C\C=C/CC)OC(C(=O)OC(C)(C)C)(C)C (tert-butyl 2-((5Z,8Z,11Z,14Z,17Z)-icosa-5,8,11,14,17-pentaenyloxy)-2-methylpropanoate), O (Water). Solvent: CCCCCCC (heptane), ClCCl (dichloromethane). Reaction conditions: time 2 hour. The product is C(CCC\C=C/C\C=C/C\C=C/C\C=C/C\C=C/CC)OC(C(=O)O)(C)C (2-((5Z,8Z,11Z,14Z,17Z)-icosa-5,8,11,14,17-pentaenyloxy)-2-methylpropanoic acid). Yield: 7.7%. RXN SMILES: FC(F)(F)C(O)=O.[CH2:8]([O:28][C:29]([CH3:38])([CH3:37])[C:30]([O:32]C(C)(C)C)=[O:31])[CH2:9][CH2:10][CH2:11]/[CH:12]=[CH:13]\[CH2:14]/[CH:15]=[CH:16]\[CH2:17]/[CH:18]=[CH:19]\[CH2:20]/[CH:21]=[CH:22]\[CH2:23]/[CH:24]=[CH:25]\[CH2:26][CH3:27].O>ClCCl.CCCCCCC>[CH2:8]([O:28][C:29]([CH3:37])([CH3:38])[C:30]([OH:32])=[O:31])[CH2:9][CH2:10][CH2:11]/[CH:12]=[CH:13]\[CH2:14]/[CH:15]=[CH:16]\[CH2:17]/[CH:18]=[CH:19]\[CH2:20]/[CH:21]=[CH:22]\[CH2:23]/[CH:24]=[CH:25]\[CH2:26][CH3:27]. Reported procedure: Trifluoroacetic acid (5 mL) was added to a solution of tert-butyl 2-((5Z,8Z,11Z,14Z,17Z)-icosa-5,8,11,14,17-pentaenyloxy)-2-methylpropanoate (600 mg, 1.39 mmol) in dichloromethane (20 mL) under nitrogen and the reaction mixture was stirred at room temperature for two hours. Water was added and the aqueous phase was extracted twice with dichloromethane. The combined organic extract was washed with brine, dried (Na2SO4), filtered and concentrated. The residue was purified by flash chromatography o... As a reaction SMILES: [Al+3:23].[C:14](=[O:15])([O-:16])[O-:17].[C:28]([CH:29]([CH:30]([C:31]([O-:32])=[O:33])[OH:34])[OH:35])([O-:36])=[O:37].[CH2:8]1[CH2:9][CH2:10][NH:11][CH2:12][CH2:13]1.[CH3:40][CH2:41][OH:42].[Cl:1][CH2:2][CH2:3][CH2:4][CH2:5][C:6]#[N:7].[H-:22].[H-:25].[H-:26].[H-:27].[I-:21].[K+:18].[K+:19].[K+:20].[K+:38].[Li+:24].[Na+:39].[O:43]1[CH2:44][CH2:45][CH2:46][CH2:47]1.[OH2:48]>>[CH2:2]1[CH2:3][CH2:4][CH2:5][CH2:6][N:7]1[CH2:12][CH2:13][CH2:8][CH2:9][CH2:10][NH2:11]. Yields the product NCCCCCN1CCCCC1. Reactants: [Al+3], O=C([O-])[O-], O=C([O-])C(O)C(O)C(=O)[O-], C1CCNCC1, CCO, N#CCCCCCl, [H-], [H-], [H-], [H-], [I-], [K+], [K+], [K+], [K+], [Li+], [Na+], C1CCOC1, O.